Dataset: the Open Reaction Database (ORD), a public repository of structured organic reaction records. Task: describe an organic reaction: reactants, conditions, products, and yield Starting materials: C(C)(C)OC1=C(C=CC=C1)O (2-isopropoxyphenol), CNC(OCC)=O (ethyl N-methylcarbamate), P(=O)(Cl)(Cl)Cl (phosphoryl chloride). Solvent: ClC(C)Cl (dichloroethane). Product: CNC(OC1=C(C=CC=C1)OC(C)C)=O (2-isopropoxyphenyl N-methylcarbamate), ( VI ). As a reaction SMILES: [CH:1]([O:4][C:5]1[CH:10]=[CH:9][CH:8]=[CH:7][C:6]=1[OH:11])([CH3:3])[CH3:2].[CH3:12][NH:13][C:14](=O)[O:15]CC.P(Cl)(Cl)(Cl)=O>ClC(Cl)C>[CH3:12][NH:13][C:14](=[O:15])[O:11][C:6]1[CH:7]=[CH:8][CH:9]=[CH:10][C:5]=1[O:4][CH:1]([CH3:3])[CH3:2]. Reported procedure: To a solution of 2-isopropoxyphenol (1.52 g, 0.01 mole) and ethyl N-methylcarbamate (1.03 g, 0.01 mole) in dichloroethane (10 ml, was added phosphoryl chloride (1.54 g, 0.01 mole) and refluxed for six hours. The reaction mixture was worked up as described earlier to give 2-isopropoxyphenyl N-methylcarbamate of the formula (VI) as a solid, crystallised from pet. ether, m.p. 89° C. to 90° C. The reactants are CO, COc1nc(Cl)cn(-c2ccc(F)cc2)c1=O, [H][H], [K+], [K+], O=C([O-])[O-]. Product: COc1nccn(-c2ccc(F)cc2)c1=O. RXN SMILES: [CH3:26][OH:27].[Cl:7][c:8]1[n:9][c:10]([O:22][CH3:23])[c:11](=[O:21])[n:12](-[c:14]2[cH:15][cH:16][c:17]([F:20])[cH:18][cH:19]2)[cH:13]1.[H:24][H:25].[K+:1].[K+:2].[O-:3][C:4]([O-:5])=[O:6]>>[cH:8]1[n:9][c:10]([O:22][CH3:23])[c:11](=[O:21])[n:12](-[c:14]2[cH:15][cH:16][c:17]([F:20])[cH:18][cH:19]2)[cH:13]1.